This data is from the Open Reaction Database (ORD), a public repository of structured organic reaction records. The task is: describe an organic reaction: reactants, conditions, products, and yield The reactants are CCOC(=O)C(C)(C)Oc1ccc(O)cc1, CCCn1c(CCOS(=O)(=O)c2ccc(C)cc2)cn(Cc2ccc(C)cc2)c1=O, N#N, CN(C)C=O. The product is CCCn1c(CCOc2ccc(OC(C)(C)C(=O)OCC)cc2)cn(Cc2ccc(C)cc2)c1=O. As a reaction SMILES: [CH2:31]([CH3:32])[O:33][C:34]([C:35]([CH3:36])([CH3:37])[O:38][c:39]1[cH:40][cH:41][c:42]([OH:45])[cH:43][cH:44]1)=[O:46].[CH3:1][c:2]1[cH:3][cH:4][c:5]([CH2:6][n:7]2[c:8](=[O:28])[n:9]([CH2:25][CH2:26][CH3:27])[c:10]([CH2:12][CH2:13][O:14][S:15]([c:16]3[cH:17][cH:18][c:19]([CH3:20])[cH:21][cH:22]3)(=[O:23])=[O:24])[cH:11]2)[cH:29][cH:30]1.[N:47]#[N:48].[O:49]=[CH:50][N:51]([CH3:52])[CH3:53]>>[CH3:1][c:2]1[cH:3][cH:4][c:5]([CH2:6][n:7]2[c:8](=[O:28])[n:9]([CH2:25][CH2:26][CH3:27])[c:10]([CH2:12][CH2:13][O:14][c:42]3[cH:41][cH:40][c:39]([O:38][C:35]([C:34]([O:33][CH2:31][CH3:32])=[O:46])([CH3:36])[CH3:37])[cH:44][cH:43]3)[cH:11]2)[cH:29][cH:30]1. Starting materials: C1(=CC=CC=C1)N1CCNCC1 (1-phenylpiperazine), ice, FC(C=1C=C(OC2CN(C2)C(=O)Cl)C=CC1)(F)F (3-[3-(trifluoromethyl)phenoxy]-1-azetidinecarbonyl chloride), C([O-])([O-])=O.[K+].[K+] (potassium carbonate). Solvent: O1CCCC1 (tetrahydrofuran), O (water). Run at temperature -78 celsius, time 10 minute. The product is C1(=CC=CC=C1)N1CCN(CC1)C(=O)N1CC(C1)OC1=CC(=CC=C1)C(F)(F)F (1-Phenyl-4-[3-[3-(trifluoromethyl)phenoxy]-1-azetidinylcarbonyl]piperazine). Yield: 54.3%. As a reaction SMILES: [F:1][C:2]([F:18])([F:17])[C:3]1[CH:4]=[C:5]([CH:14]=[CH:15][CH:16]=1)[O:6][CH:7]1[CH2:10][N:9]([C:11](Cl)=[O:12])[CH2:8]1.C(=O)([O-])[O-].[K+].[K+].[C:25]1([N:31]2[CH2:36][CH2:35][NH:34][CH2:33][CH2:32]2)[CH:30]=[CH:29][CH:28]=[CH:27][CH:26]=1>O1CCCC1.O>[C:25]1([N:31]2[CH2:36][CH2:35][N:34]([C:11]([N:9]3[CH2:10][CH:7]([O:6][C:5]4[CH:14]=[CH:15][CH:16]=[C:3]([C:2]([F:18])([F:17])[F:1])[CH:4]=4)[CH2:8]3)=[O:12])[CH2:33][CH2:32]2)[CH:30]=[CH:29][CH:28]=[CH:27][CH:26]=1 |f:1.2.3|. Reported procedure: A mixture of 2.8 g (0.01 mole) of 3-[3-(trifluoromethyl)phenoxy]-1-azetidinecarbonyl chloride and 1.4 g (0.01 mole) of potassium carbonate in 25 ml of tetrahydrofuran was stirred for 10 min then 1.6 g (0.01 mole) of 1-phenylpiperazine was added. After stirring for 30 min, approximately 2 g of ice was added and stirring continued for 18 hr. The reaction mixture was diluted with 200 ml of water and the oil which separated was extracted into methylene chloride (2×50 ml), dried and concentrated in v... Starting materials: O (water), COC=1C=C2C=3CC(CCC3NC2=CC1)C1=CC=CC=C1 (6-methoxy-3-phenyl-1,2,3,4-tetrahydrocarbazole), [H-].[Na+] (sodium hydride), CN(C)CCCCl (dimethylamino propyl chloride). The solvent is CN(C=O)C (dimethylformamide). Conditions: temperature 100 celsius. Product: COC=1C=C2C=3CC(CCC3N(C2=CC1)CCCN(C)C)C1=CC=CC=C1 (6-methoxy-3-phenyl-9-dimethylaminopropyl-1,2,3,4-tetrahydrocarbazole). Reaction SMILES: [CH3:1][O:2][C:3]1[CH:4]=[C:5]2[C:13](=[CH:14][CH:15]=1)[NH:12][C:11]1[CH2:10][CH2:9][CH:8]([C:16]3[CH:21]=[CH:20][CH:19]=[CH:18][CH:17]=3)[CH2:7][C:6]2=1.[H-].[Na+].[CH3:24][N:25]([CH2:27][CH2:28][CH2:29]Cl)[CH3:26].O>CN(C)C=O>[CH3:1][O:2][C:3]1[CH:4]=[C:5]2[C:13](=[CH:14][CH:15]=1)[N:12]([CH2:29][CH2:28][CH2:27][N:25]([CH3:26])[CH3:24])[C:11]1[CH2:10][CH2:9][CH:8]([C:16]3[CH:21]=[CH:20][CH:19]=[CH:18][CH:17]=3)[CH2:7][C:6]2=1 |f:1.2|. Procedure: A mixture containing 6-methoxy-3-phenyl-1,2,3,4-tetrahydrocarbazole (5.5 g), 50% sodium hydride (1.0 g) in dimethylformamide (30 ml) is heated at 100° C. for 11/2 hours, and then dimethylamino propyl chloride is added. The mixture is heated at 80° C. for 2 hours, then cooled and water (40 ml) is added. The solid which precipitates is recrystallized with methylene chloride:ether (1:1). Yields the product N1(CCCC1)C1=CC=C(C=C1)N1N=C2CCNCCC2=C1 (2-[4-(1-Pyrrolidinyl)phenyl]-2,4,5,6,7,8-hexahydropyrazolo[3,4-d]azepine). Solvent: O1CCOCC1 (dioxan), O1CCOCC1 (dioxan), CO (methanol). As a reaction SMILES: [N:1]1([C:6]2[CH:11]=[CH:10][C:9]([N:12]3[CH:21]=[C:20]4[C:14]([CH2:15][CH2:16][N:17](C(OC(C)(C)C)=O)[CH2:18][CH2:19]4)=[N:13]3)=[CH:8][CH:7]=2)[CH2:5][CH2:4][CH2:3][CH2:2]1.Cl>O1CCOCC1.CO>[N:1]1([C:6]2[CH:11]=[CH:10][C:9]([N:12]3[CH:21]=[C:20]4[C:14]([CH2:15][CH2:16][NH:17][CH2:18][CH2:19]4)=[N:13]3)=[CH:8][CH:7]=2)[CH2:2][CH2:3][CH2:4][CH2:5]1. Reactants: N1(CCCC1)C1=CC=C(C=C1)N1N=C2CCN(CCC2=C1)C(=O)OC(C)(C)C (1,1-dimethylethyl 2-[4-(1-pyrrolidinyl)phenyl]-4,5,7,8-tetrahydropyrazolo[3,4-d]azepine-6(2H)-carboxylate), Cl (hydrochloric acid). Conditions: time 8 hour. Procedure: To a solution of 1,1-dimethylethyl 2-[4-(1-pyrrolidinyl)phenyl]-4,5,7,8-tetrahydropyrazolo[3,4-d]azepine-6(2H)-carboxylate (may be prepared as described in Description 44) (79 mg, 0.21 mmol) in dioxan (3 ml) was added 4M hydrochloric acid in dioxan (2 ml). The resulting mixture was stirred at room temperature, under argon, overnight. The reaction mixture was diluted with methanol and then purified by SCX, eluting with methanol and then 2M ammonia/methanol. The basic fractions were combined and s... Reactants: ClC1=CC=C(C(=O)CCN2CCN(CC2)C(=O)C=2C=C3CCC(NC3=CC2)=O)C=C1 (6-{4-[2-(4-chlorobenzoyl)ethyl]-1-piperazinylcarbonyl}-3,4-dihydrocarbostyril), Cl.NO (hydroxylamine hydrochloride), C(C)(=O)[O-].[Na+] (sodium acetate). Run in C(C)O (ethanol), O (water). The product is ClC1=CC=C(C(=O)C(CCN2CCN(CC2)C(=O)C=2C=C3CCC(NC3=CC2)=O)=NO)C=C1 (6-{4-[3-(4-chlorobenzoyl)-3-hydroxyliminopropyl]-1-piperazinylcarbonyl}-3,4-dihydrocarbostyril). RXN SMILES: ClC1C=CC(C([CH2:8][CH2:9][N:10]2[CH2:15][CH2:14][N:13]([C:16]([C:18]3[CH:19]=[C:20]4[C:25](=[CH:26][CH:27]=3)[NH:24][C:23](=[O:28])[CH2:22][CH2:21]4)=[O:17])[CH2:12][CH2:11]2)=O)=CC=1.[ClH:31].[NH2:32][OH:33].[C:34]([O-:37])(=O)[CH3:35].[Na+]>C(O)C.O>[Cl:31][C:18]1[CH:19]=[CH:20][C:25]([C:34]([C:35](=[N:32][OH:33])[CH2:8][CH2:9][N:10]2[CH2:11][CH2:12][N:13]([C:16]([C:18]3[CH:19]=[C:20]4[C:25](=[CH:26][CH:27]=3)[NH:24][C:23](=[O:28])[CH2:22][CH2:21]4)=[O:17])[CH2:14][CH2:15]2)=[O:37])=[CH:26][CH:27]=1 |f:1.2,3.4|. Procedure: 1.7 Grams of 6-{4-[2-(4-chlorobenzoyl)ethyl]-1-piperazinylcarbonyl}-3,4-dihydrocarbostyril, 0.83 g of hydroxylamine hydrochloride and 2.29 g of sodium acetate were dissolved in 40 ml of ethanol and 20 ml of water, and the solution was stirred overnight at room temperature. Then the reaction mixture was concentrated under reduced pressure, then the residue thus obtained was extracted with chloroform, the extract was dried with anhydrous sodium carbonate, then the solvent was removed by evaporatio...